This data is from the Open Reaction Database (ORD), a public repository of structured organic reaction records. The task is: describe an organic reaction: reactants, conditions, products, and yield Reactants: CC(=O)N(Cc1cc(C(F)(F)F)cc(C(F)(F)F)c1)C1CCCN(C(=O)Cl)c2cc(Cl)ccc21, CCOC(C)=O, CO, NN, O. Product: CC(=O)N(Cc1cc(C(F)(F)F)cc(C(F)(F)F)c1)C1CCCN(C(=O)NN)c2cc(Cl)ccc21. As a reaction SMILES: [C:1]([CH3:2])(=[O:3])[N:4]([CH:5]1[c:6]2[c:7]([cH:15][c:16]([Cl:19])[cH:17][cH:18]2)[N:8]([C:12](=[O:13])[Cl:14])[CH2:9][CH2:10][CH2:11]1)[CH2:20][c:21]1[cH:22][c:23]([C:31]([F:32])([F:33])[F:34])[cH:24][c:25]([C:27]([F:28])([F:29])[F:30])[cH:26]1.[CH3:38][CH2:39][O:40][C:41]([CH3:42])=[O:43].[CH3:44][OH:45].[NH2:36][NH2:37].[OH2:35]>>[C:1]([CH3:2])(=[O:3])[N:4]([CH:5]1[c:6]2[c:7]([cH:15][c:16]([Cl:19])[cH:17][cH:18]2)[N:8]([C:12](=[O:13])[NH:36][NH2:37])[CH2:9][CH2:10][CH2:11]1)[CH2:20][c:21]1[cH:22][c:23]([C:31]([F:32])([F:33])[F:34])[cH:24][c:25]([C:27]([F:28])([F:29])[F:30])[cH:26]1.